From a dataset of the Open Reaction Database (ORD), a public repository of structured organic reaction records. describe an organic reaction: reactants, conditions, products, and yield Starting materials: COC(=O)[C@H]1CC2=CC=CC(=C2C1)S(=O)(=O)N1[C@H](CN(C[C@H]1C)C1=CC=C(C=C1)OC(F)(F)F)C ((S)-4-[cis-2,6-dimethyl-4-(4-trifluoromethoxy-phenyl)-piperazine-1-sulfonyl]-indan-2-carboxylic acid methyl ester), [OH-].[Li+] (lithium hydroxide), C1CCOC1 (THF). Run in O (water). Conditions: temperature 20 celsius. The product is S(=O)(=O)(O)C1=CC=C(C)C=C1.C[C@@H]1N([C@@H](CN(C1)C1=CC=C(C=C1)OC(F)(F)F)C)S(=O)(=O)C1=C2C[C@H](CC2=CC=C1)C(=O)O ((S)-4-[cis-2,6-dimethyl-4-(4-trifluoromethoxy-phenyl)-piperazine-1-sulfonyl]-indan-2-carboxylic acid tosylate). Reaction SMILES: C[O:2][C:3]([C@@H:5]1[CH2:13][C:12]2[C:7](=[CH:8][CH:9]=[CH:10][C:11]=2[S:14]([N:17]2[C@H:22]([CH3:23])[CH2:21][N:20]([C:24]3[CH:29]=[CH:28][C:27]([O:30][C:31]([F:34])([F:33])[F:32])=[CH:26][CH:25]=3)[CH2:19][C@@H:18]2[CH3:35])(=[O:16])=[O:15])[CH2:6]1)=[O:4].[OH-:36].[Li+].[CH2:38]1COCC1>O>[S:14]([C:11]1[CH:12]=[CH:7][C:8]([CH3:38])=[CH:9][CH:10]=1)([OH:15])(=[O:16])=[O:36].[CH3:35][C@H:18]1[CH2:19][N:20]([C:24]2[CH:25]=[CH:26][C:27]([O:30][C:31]([F:33])([F:32])[F:34])=[CH:28][CH:29]=2)[CH2:21][C@@H:22]([CH3:23])[N:17]1[S:14]([C:11]1[CH:10]=[CH:9][CH:8]=[C:7]2[C:12]=1[CH2:13][C@@H:5]([C:3]([OH:4])=[O:2])[CH2:6]2)(=[O:15])=[O:16] |f:1.2,5.6|. Procedure: To a solution of (S)-4-[cis-2,6-dimethyl-4-(4-trifluoromethoxy-phenyl)-piperazine-1-sulfonyl]-indan-2-carboxylic acid methyl ester, in THF, is added a solution of lithium hydroxide in water, which is stirred at 20° C. and concentrated under reduced pressure. The reaction mixture is cooled to 9° C., neutralized with 32% HCl, and extracted from toluene. Water is removed from the organic solution by azeotropic distillation. Following distillation, the organic solution is cooled to ambient temperatu... Reactants: c1cc2c3c(c1)C1CNCCC1N3CCO2, Fc1ccc2c(CCCCl)n[nH]c2c1. The product is Fc1ccc2c(CCCN3CCC4C(C3)c3cccc5c3N4CCO5)n[nH]c2c1. RXN SMILES: [CH2:1]1[CH2:2][O:3][c:4]2[cH:5][cH:6][cH:7][c:8]3[c:12]2[N:11]1[CH:10]1[CH:9]3[CH2:16][NH:15][CH2:14][CH2:13]1.[Cl:17][CH2:18][CH2:19][CH2:20][c:21]1[n:22][nH:23][c:24]2[cH:25][c:26]([F:30])[cH:27][cH:28][c:29]12>>[CH2:1]1[CH2:2][O:3][c:4]2[cH:5][cH:6][cH:7][c:8]3[c:12]2[N:11]1[CH:10]1[CH:9]3[CH2:16][N:15]([CH2:18][CH2:19][CH2:20][c:21]2[n:22][nH:23][c:24]3[cH:25][c:26]([F:30])[cH:27][cH:28][c:29]23)[CH2:14][CH2:13]1. The product is CN(C)S(=O)(=O)N(C)c1ccc(C(O)(C(F)(F)F)C(F)(F)F)cc1. RXN SMILES: [CH3:19][N:20]([S:21](=[O:22])(=[O:23])[Cl:24])[CH3:25].[CH3:1][NH:2][c:3]1[cH:4][cH:5][c:6]([C:9]([C:10]([F:11])([F:12])[F:13])([C:14]([F:15])([F:16])[F:17])[OH:18])[cH:7][cH:8]1.[cH:26]1[cH:27][cH:28][n:29][cH:30][cH:31]1>>[CH3:1][N:2]([c:3]1[cH:4][cH:5][c:6]([C:9]([C:10]([F:11])([F:12])[F:13])([C:14]([F:15])([F:16])[F:17])[OH:18])[cH:7][cH:8]1)[S:21]([N:20]([CH3:19])[CH3:25])(=[O:22])=[O:23]. Reactants: CN(C)S(=O)(=O)Cl, CNc1ccc(C(O)(C(F)(F)F)C(F)(F)F)cc1, c1ccncc1. The reactants are [H-], CI, [Na+], O=C(NCCN1CCCC1=O)c1ccc(C2CCN(c3ccc4nnc(C(F)(F)F)n4n3)CC2)cc1, CN(C)C=O. Yields the product CN(CCN1CCCC1=O)C(=O)c1ccc(C2CCN(c3ccc4nnc(C(F)(F)F)n4n3)CC2)cc1. RXN SMILES: [H-:37].[I:39][CH3:40].[Na+:38].[O:1]=[C:2]1[N:3]([CH2:7][CH2:8][NH:9][C:10]([c:11]2[cH:12][cH:13][c:14]([CH:17]3[CH2:18][CH2:19][N:20]([c:23]4[cH:24][cH:25][c:26]5[n:27]([n:28]4)[c:29]([C:32]([F:33])([F:34])[F:35])[n:30][n:31]5)[CH2:21][CH2:22]3)[cH:15][cH:16]2)=[O:36])[CH2:4][CH2:5][CH2:6]1.[O:41]=[CH:42][N:43]([CH3:44])[CH3:45]>>[O:1]=[C:2]1[N:3]([CH2:7][CH2:8][N:9]([C:10]([c:11]2[cH:12][cH:13][c:14]([CH:17]3[CH2:18][CH2:19][N:20]([c:23]4[cH:24][cH:25][c:26]5[n:27]([n:28]4)[c:29]([C:32]([F:33])([F:34])[F:35])[n:30][n:31]5)[CH2:21][CH2:22]3)[cH:15][cH:16]2)=[O:36])[CH3:40])[CH2:4][CH2:5][CH2:6]1. Reactants: CC1(C)C(=O)N(Br)C(=O)N1Br, Cc1cc2c(N)ncnn2c1CN1CCCOCC1, ClC(Cl)Cl. The product is Cc1c(Br)c2c(N)ncnn2c1CN1CCCOCC1. Reaction SMILES: [Br:20][N:21]1[C:22]([CH3:23])([CH3:24])[C:25](=[O:26])[N:27]([Br:28])[C:29]1=[O:30].[CH3:1][c:2]1[cH:3][c:4]2[c:5]([NH2:19])[n:6][cH:7][n:8][n:9]2[c:10]1[CH2:11][N:12]1[CH2:13][CH2:14][O:15][CH2:16][CH2:17][CH2:18]1.[CH:31]([Cl:32])([Cl:33])[Cl:34]>>[CH3:1][c:2]1[c:3]([Br:20])[c:4]2[c:5]([NH2:19])[n:6][cH:7][n:8][n:9]2[c:10]1[CH2:11][N:12]1[CH2:13][CH2:14][O:15][CH2:16][CH2:17][CH2:18]1.